Dataset: the Open Reaction Database (ORD), a public repository of structured organic reaction records. Task: describe an organic reaction: reactants, conditions, products, and yield Starting materials: ClC=1C=C(C=CC1Cl)CCO (2-(3,4-dichlorophenyl)ethanol), ClC1=NC(N2C(N(CCC2)C(=O)OC(C)(C)C)=C1)=O (tert-butyl 8-chloro-6-oxo-2,3,4,6-tetrahydro-1H-pyrimido[1,6-a]pyrimidine-1-carboxylate). Product: ClC=1C=C(CCOC2=NC(N3C(NCCC3)=C2)=O)C=CC1Cl (8-(3,4-dichlorophenethoxy)-3,4-dihydro-1H-pyrimido[1,6-a]pyrimidin-6(2H)-one). As a reaction SMILES: [Cl:1][C:2]1[CH:3]=[C:4]([CH2:9][CH2:10][OH:11])[CH:5]=[CH:6][C:7]=1[Cl:8].Cl[C:13]1[CH:29]=[C:17]2[N:18](C(OC(C)(C)C)=O)[CH2:19][CH2:20][CH2:21][N:16]2[C:15](=[O:30])[N:14]=1>>[Cl:1][C:2]1[CH:3]=[C:4]([CH:5]=[CH:6][C:7]=1[Cl:8])[CH2:9][CH2:10][O:11][C:13]1[CH:29]=[C:17]2[NH:18][CH2:19][CH2:20][CH2:21][N:16]2[C:15](=[O:30])[N:14]=1. Procedure: The title compound or its salt was prepared by a procedure similar to that described for E111 starting from 2-(3,4-dichlorophenyl)ethanol and tert-butyl 8-chloro-6-oxo-2,3,4,6-tetrahydro-1H-pyrimido[1,6-a]pyrimidine-1-carboxylate. Reactants: NN (hydrazine), NN (hydrazine), [N+](=O)([O-])C1=CC=CC=2C(C3=CC=CC=C3C(C12)=O)=O (nitroanthraquinone). Yields the product ONC1=CC=CC=2C(C3=CC=CC=C3C(C12)=O)=O (hydroxylaminoanthraquinone). RXN SMILES: NN.[N+:3]([C:6]1[C:19]2[C:18](=[O:20])[C:17]3[C:12](=[CH:13][CH:14]=[CH:15][CH:16]=3)[C:11](=[O:21])[C:10]=2[CH:9]=[CH:8][CH:7]=1)([O-])=[O:4]>>[OH:4][NH:3][C:6]1[C:19]2[C:18](=[O:20])[C:17]3[C:12](=[CH:13][CH:14]=[CH:15][CH:16]=3)[C:11](=[O:21])[C:10]=2[CH:9]=[CH:8][CH:7]=1. Procedure: The hydrazine may be added gradually or all at once. If the hydrazine is gradually added, intermediate reduction steps of the nitroanthraquinone employed, e.g. hydroxylaminoanthraquinone, may be isolated. The nitroanthraquinone used is preferably reacted directly to the amino step. The resulting amino compound may be isolated from the reaction mixture by methods known per se.